From a dataset of the Open Reaction Database (ORD), a public repository of structured organic reaction records. describe an organic reaction: reactants, conditions, products, and yield Starting materials: O=S(=O)(O)Cl, CC(C)c1ccc(CCNC(=O)C(F)(F)F)cc1, O. The product is CC(C)c1ccc(CCNC(=O)C(F)(F)F)c(S(=O)(=O)Cl)c1. RXN SMILES: [Cl:1][S:2](=[O:3])(=[O:4])[OH:5].[F:6][C:7]([C:8](=[O:9])[NH:10][CH2:11][CH2:12][c:13]1[cH:14][cH:15][c:16]([CH:19]([CH3:20])[CH3:21])[cH:17][cH:18]1)([F:22])[F:23].[OH2:24]>>[Cl:1][S:2](=[O:3])(=[O:5])[c:14]1[c:13]([CH2:12][CH2:11][NH:10][C:8]([C:7]([F:6])([F:22])[F:23])=[O:9])[cH:18][cH:17][c:16]([CH:19]([CH3:20])[CH3:21])[cH:15]1. Reactants: [N+](=O)([O-])C=1C=C(CN)C=CC1 (3-nitrobenzylamine), ClC=1C2=C(N=C(N1)C1=CC=NO1)SC(=C2Cl)C (4-chloro-2-(isoxazol-5-yl)-5-chloro-6-methyl-thieno-[2,3-d]-pyrimidine). Product: O1N=CC=C1C=1N=C(C2=C(N1)SC(=C2Cl)C)NCC2=CC(=CC=C2)[N+](=O)[O-] (2-(isoxazol-5-yl)-4-(3-nitrobenzylamino)-5-chloro-6-methyl-thieno-[2,3-d]-pyrimidine). As a reaction SMILES: [N+:1]([C:4]1[CH:5]=[C:6]([CH:9]=[CH:10][CH:11]=1)[CH2:7][NH2:8])([O-:3])=[O:2].Cl[C:13]1[C:14]2[C:26]([Cl:27])=[C:25]([CH3:28])[S:24][C:15]=2[N:16]=[C:17]([C:19]2[O:23][N:22]=[CH:21][CH:20]=2)[N:18]=1>>[O:23]1[C:19]([C:17]2[N:18]=[C:13]([NH:8][CH2:7][C:6]3[CH:9]=[CH:10][CH:11]=[C:4]([N+:1]([O-:3])=[O:2])[CH:5]=3)[C:14]3[C:26]([Cl:27])=[C:25]([CH3:28])[S:24][C:15]=3[N:16]=2)=[CH:20][CH:21]=[N:22]1. Reported procedure: With the procedure of Example 1, the reaction of 3-nitrobenzylamine with 4-chloro-2-(isoxazol-5-yl)-5-chloro-6-methyl-thieno-[2,3-d]-pyrimidine yields 2-(isoxazol-5-yl)-4-(3-nitrobenzylamino)-5-chloro-6-methyl-thieno-[2,3-d]-pyrimidine. Reactants: CC(C)(C)C(=O)Cl, CCCCC, [K+], [OH-], O, CC(CCO)CCCC(C)(C)OO. Product: CC(CCO)CCCC(C)(C)OOC(=O)C(C)(C)C. As a reaction SMILES: [C:16]([C:17]([CH3:18])([CH3:19])[CH3:20])(=[O:21])[Cl:22].[CH3:24][CH2:25][CH2:26][CH2:27][CH3:28].[K+:2].[OH-:1].[OH2:23].[OH:3][CH2:4][CH2:5][CH:6]([CH2:7][CH2:8][CH2:9][C:10]([CH3:11])([CH3:12])[O:13][OH:14])[CH3:15]>>[OH:3][CH2:4][CH2:5][CH:6]([CH2:7][CH2:8][CH2:9][C:10]([CH3:11])([CH3:12])[O:13][O:14][C:16]([C:17]([CH3:18])([CH3:19])[CH3:20])=[O:21])[CH3:15]. Reactants: NC1[C@@H]2N(C(=C(CS2)C)C(=O)OC(C)(C)C)C1=O (t-butyl 7-amino-3-methylceph-3-em-4-carboxylate), C(C)OC(CN=C=NC1OCCCC1)OCC (1-(2,2-diethoxyethyl)-3-(tetrahydropyran-2-yl)carbodiimide), CCOCC (ether), Cl (HCl). Run in C(Cl)Cl (CH2Cl2), C(Cl)Cl (CH2Cl2). Run at time 30 minute. Product: CC=1CS[C@H]2N(C1C(=O)OC(C)(C)C)C(C2NC=2NC=CN2)=O (t-butyl 3-methyl-7-(imidazol-2-yl)aminoceph-3-em-4-carboxylate). RXN SMILES: [NH2:1][CH:2]1[C:17](=[O:18])[N:4]2[C:5]([C:10]([O:12][C:13]([CH3:16])([CH3:15])[CH3:14])=[O:11])=[C:6]([CH3:9])[CH2:7][S:8][C@H:3]12.C(OC(OCC)C[N:24]=[C:25]=[N:26][CH:27]1[CH2:32]CCCO1)C.CCOCC.Cl>C(Cl)Cl>[CH3:9][C:6]1[CH2:7][S:8][C@@H:3]2[CH:2]([NH:1][C:25]3[NH:24][CH:32]=[CH:27][N:26]=3)[C:17](=[O:18])[N:4]2[C:5]=1[C:10]([O:12][C:13]([CH3:14])([CH3:16])[CH3:15])=[O:11]. Procedure details: To a solution of t-butyl 7-amino-3-methylceph-3-em-4-carboxylate (810 mg.) and 1-(2,2-diethoxyethyl)-3-(tetrahydropyran-2-yl)carbodiimide (726 mg.) in dry CH2Cl2 (8 ml.) under nitrogen at room temperature was dropwise added a 2N ether solution of HCl (1.5 ml.) in CH2Cl2 (4 ml.) over 30 minutes. The mixture was allowed to stand for a further 30 minutes and then evaporated to dryness. To a solution of the residue, t-butyl 7-[2-(2,2-diethoxyethyl)-3-(tetrahydropyran-2-yl)guanidino]-3-methylceph-3-e... Starting materials: ClC(COC(C(=O)N1C([C@@H]([C@H]1SC(C)=O)OC)=O)=O)(Cl)Cl (2-[(3S,4R)-4-acetylthio-3-methoxy-2-oxoazetidin-1-yl]-2-oxoacetic acid 2,2,2-trichloroethyl ester). Run in CO (methanol), C(C)(=O)OC (methyl acetate), O (water). The product is C(C)(=O)S[C@@H]1[C@H](C(N1)=O)OC ((3S,4R)-4-acetylthio-3-methoxy-2-oxoazetidine). As a reaction SMILES: ClC(Cl)(Cl)COC(=O)C([N:8]1[C@H:11]([S:12][C:13](=[O:15])[CH3:14])[C@@H:10]([O:16][CH3:17])[C:9]1=[O:18])=O>CO.C(OC)(=O)C.O>[C:13]([S:12][C@H:11]1[NH:8][C:9](=[O:18])[C@@H:10]1[O:16][CH3:17])(=[O:15])[CH3:14]. Procedure: A solution of 1.52 g of 2-[(3S,4R)-4-acetylthio-3-methoxy-2-oxoazetidin-1-yl]-2-oxoacetic acid 2,2,2-trichloroethyl ester (crude product) in 290 ml of methanol, 40 ml of methyl acetate and 5.9 ml of water is refluxed for 20 minutes under nitrogen. The solvent is evaporated off in vacuo. After chromatography over silica gel with toluene/ethyl acetate (3:1) the residue yields the title compound. The reactants are C(C)(C)(C)OC(=O)N1[C@@H](C[C@H](C1)O[Si](C)(C)C(C)(C)C)CN=[N+]=[N-] (N-t-butoxycarbonyl-4(R)-t-butyldimethylsilyloxy-2(S)-azidomethylpyrrolidine). Reagents/catalysts: [Pd] (palladium on carbon). Solvent: CCOC(=O)C (EtOAc). Conditions: time 16 hour. The product is C(C)(C)(C)OC(=O)N1[C@@H](C[C@H](C1)O[Si](C)(C)C(C)(C)C)CN (N-t-Butoxycarbonyl-4(R)-t-butyldimethylsilyloxy-2(S)-aminomethylpyrrolidine). Reaction SMILES: [C:1]([O:5][C:6]([N:8]1[CH2:12][C@H:11]([O:13][Si:14]([C:17]([CH3:20])([CH3:19])[CH3:18])([CH3:16])[CH3:15])[CH2:10][C@H:9]1[CH2:21][N:22]=[N+]=[N-])=[O:7])([CH3:4])([CH3:3])[CH3:2]>CCOC(C)=O.[Pd]>[C:1]([O:5][C:6]([N:8]1[CH2:12][C@H:11]([O:13][Si:14]([C:17]([CH3:20])([CH3:19])[CH3:18])([CH3:16])[CH3:15])[CH2:10][C@H:9]1[CH2:21][NH2:22])=[O:7])([CH3:4])([CH3:3])[CH3:2]. Procedure: A solution of N-t-butoxycarbonyl-4(R)-t-butyldimethylsilyloxy-2(S)-azidomethylpyrrolidine (9.06 g, 25.39 mmol) in EtOAc (120 ml) was purged with argon and 10% palladium on carbon (1.05 g) added. The flask was evacuated and stirred under an atmosphere of hydrogen (49 psi) for 16 hrs. The hydrogen was replaced by argon, the catalyst removed by filtration and the solvent evaporated in vacuo. The residue was chromatographed (SiO2, 2.5 to 5% saturated NH4OH in acetonitrile, gradient elution), to affo... As a reaction SMILES: Cl.[CH2:2]([O:9][C:10]1[CH:15]=[CH:14][C:13]([NH:16][NH2:17])=[CH:12][CH:11]=1)[C:3]1[CH:8]=[CH:7][CH:6]=[CH:5][CH:4]=1.[O-]CC.[Na+].[C:22](OCC)(=[O:25])[CH:23]=[CH2:24]>CCO.C1(C)C=CC=CC=1>[CH2:2]([O:9][C:10]1[CH:11]=[CH:12][C:13]([N:16]2[CH2:24][CH2:23][C:22](=[O:25])[NH:17]2)=[CH:14][CH:15]=1)[C:3]1[CH:4]=[CH:5][CH:6]=[CH:7][CH:8]=1 |f:0.1,2.3|. Reported procedure: To a mixture of 2.5 g of 4-benzyloxyphenylhydrazine HCl and sodium ethoxide (1.6 g) in 10 ml of EtOH and 10 ml of toluene are added 1.08 of ethyl acrylate at room temperature. The reaction mixture is then heated at 85° C. overnight. The reaction mixture is evaporated to dryness under vacuum and water added to the residue and the pH adjusted to pH 6 by 1N-HCl solution. Extraction with ethyl acetate and drying the organic solution and evaporating to dryness yields 2.8 g of crude product. Purificat... Run in CCO (EtOH), C1(=CC=CC=C1)C (toluene). Starting materials: Cl.C(C1=CC=CC=C1)OC1=CC=C(C=C1)NN (4-benzyloxyphenylhydrazine HCl), [O-]CC.[Na+] (sodium ethoxide), C(C=C)(=O)OCC (ethyl acrylate). Reaction conditions: temperature 85 celsius. Yields the product C(C1=CC=CC=C1)OC1=CC=C(C=C1)N1NC(CC1)=O (1-(4-Benzyloxyphenyl)-3-pyrazolidinone).